Dataset: the Open Reaction Database (ORD), a public repository of structured organic reaction records. Task: describe an organic reaction: reactants, conditions, products, and yield Starting materials: 53269x, C(C=1C(N)=CC=CC1)(=O)OCC (ethyl anthranilate), N1=CC=CC=C1 (pyridine), Cl.N(C(=N)N)C[C@@H]1CC[C@H](CC1)C(=O)O (Trans-4-guanidinomethylcyclohexanecarboxylic acid hydrochloride), C1(CCCCC1)N=C=NC1CCCCC1 (dicyclohexylcarbodiimide). Solvent: O (water). Reaction SMILES: [ClH:1].[NH:2]([CH2:6][C@H:7]1[CH2:12][CH2:11][C@H:10]([C:13]([OH:15])=O)[CH2:9][CH2:8]1)[C:3]([NH2:5])=[NH:4].[C:16]([O:25][CH2:26][CH3:27])(=[O:24])[C:17]1[C:18](=[CH:20][CH:21]=[CH:22][CH:23]=1)[NH2:19].N1C=CC=CC=1.C1(N=C=NC2CCCCC2)CCCCC1>O>[ClH:1].[CH2:26]([O:25][C:16]([C:17]1[CH:23]=[CH:22][CH:21]=[CH:20][C:18]=1[NH:19][C:13]([C@H:10]1[CH2:9][CH2:8][C@H:7]([CH2:6][NH:2][C:3]([NH2:5])=[NH:4])[CH2:12][CH2:11]1)=[O:15])=[O:24])[CH3:27] |f:0.1,6.7|. Yields the product Cl.C(C)OC(=O)C1=C(C=CC=C1)NC(=O)[C@@H]1CC[C@H](CC1)CNC(=N)N (N-(o-ethoxycarbonylphenyl)-trans-4-guanidinomethylcyclohexanecarboxamide hydrochloride). Procedure details: Trans-4-guanidinomethylcyclohexanecarboxylic acid hydrochloride (10.0 g, 0.042 mole) (which is prepared by the method as disclosed in Japanese Patent First Publication No. 19694/1977, C.A., 87, 53269x) and ethyl anthranilate (10.4 g, 0.063 mole) are added to pyridine (50 ml), and the mixture is stirred for a while, and thereto is added dicyclohexylcarbodiimide (13 g, 0.063 mole), and the mixture is stirred at room temperature for 72 hours. After the completion of the reaction, water (30 ml) is a... Yield: 41.9%. Reactants: ClCCl, CCN(C(C)C)C(C)C, O=S(=O)(Cl)C1CC1, Cl, COc1cc(-c2nc3sccn3c2-c2ccnc(NC3CCNCC3)n2)ccc1F. Yields the product COc1cc(-c2nc3sccn3c2-c2ccnc(NC3CCN(S(=O)(=O)C4CC4)CC3)n2)ccc1F. As a reaction SMILES: [CH2:48]([Cl:49])[Cl:50].[CH:32]([N:33]([CH2:34][CH3:35])[CH:36]([CH3:37])[CH3:38])([CH3:39])[CH3:40].[CH:41]1([S:44](=[O:45])(=[O:46])[Cl:47])[CH2:42][CH2:43]1.[ClH:1].[F:2][c:3]1[c:4]([O:30][CH3:31])[cH:5][c:6](-[c:9]2[n:10][c:11]3[s:12][cH:13][cH:14][n:15]3[c:16]2-[c:17]2[n:18][c:19]([NH:23][CH:24]3[CH2:25][CH2:26][NH:27][CH2:28][CH2:29]3)[n:20][cH:21][cH:22]2)[cH:7][cH:8]1>>[F:2][c:3]1[c:4]([O:30][CH3:31])[cH:5][c:6](-[c:9]2[n:10][c:11]3[s:12][cH:13][cH:14][n:15]3[c:16]2-[c:17]2[n:18][c:19]([NH:23][CH:24]3[CH2:25][CH2:26][N:27]([S:44]([CH:41]4[CH2:42][CH2:43]4)(=[O:45])=[O:46])[CH2:28][CH2:29]3)[n:20][cH:21][cH:22]2)[cH:7][cH:8]1. The reactants are NC1=NC(=C2N=CN(C2=N1)[C@H]1[C@](O)([C@H](O)[C@H](O1)CO)C)OC (2-Amino-6-methoxy-9-(2-C-methyl-β-D-ribofuranosyl)purine), C1CC(=O)N(C1=O)Br (NBS). Reported procedure: 2-Amino-6-methoxy-9-(2-C-methyl-β-D-ribofuranosyl)purine (1.5 g, 4.82 mmol) was suspended in MeOH (50 mL) and 1 mol eq. of NBS (1.03 g, 4.82 mmol) was added. The mixture was stirred at room temperature for 4 h. After that time, solution was concentrated and the resulting solid was purified by silica gel chromatography using 1-4% (gradient) of MeOH in chloroform to yield 1.65 g (88% yield) of the desired product. As a reaction SMILES: [NH2:1][C:2]1[N:10]=[C:9]2[C:5]([N:6]=[CH:7][N:8]2[C@@H:11]2[O:17][C@H:16]([CH2:18][OH:19])[C@@H:14]([OH:15])[C@@:12]2([CH3:20])[OH:13])=[C:4]([O:21][CH3:22])[N:3]=1.C1C(=O)N([Br:30])C(=O)C1>CO>[NH2:1][C:2]1[N:10]=[C:9]2[C:5]([N:6]=[C:7]([Br:30])[N:8]2[C@H:11]2[C@:12]([CH3:20])([OH:13])[C@H:14]([OH:15])[C@@H:16]([CH2:18][OH:19])[O:17]2)=[C:4]([O:21][CH3:22])[N:3]=1. Yield: 87.7%. Reaction conditions: time 4 hour. Yields the product NC1=NC(=C2N=C(N(C2=N1)[C@@H]1O[C@@H]([C@H]([C@]1(O)C)O)CO)Br)OC ((2R,3R,4R,5R)-2-(2-Amino-8-bromo-6-methoxy-9H-purin-9-yl)-5-(hydroxymethyl)-3-methyltetrahydrofuran-3,4-diol). Run in CO (MeOH). Reactants: C(C)(C)(C)OC(NC1=C(C=C(C=C1)C1=CC=C(C=C1)F)N)=O ((3-amino-4′-fluoro-biphenyl-4-yl)-carbamic acid tert.-butyl ester), CC1(OC(C=C(O1)C=1C=C(C#N)C=CC1)=O)C (3-(2,2-dimethyl-6-oxo-6H-[1,3]dioxin-4-yl)-benzonitrile). Yields the product C(C)(C)(C)OC(NC1=C(C=C(C=C1)C1=CC=C(C=C1)F)NC(CC(=O)C1=CC(=CC=C1)C#N)=O)=O ({3-[3-(3-Cyano-phenyl)-3-oxo-propionylamino]-4′-fluoro-biphenyl-4-yl}-carbamic acid tert.-butyl ester). RXN SMILES: [C:1]([O:5][C:6](=[O:22])[NH:7][C:8]1[CH:13]=[CH:12][C:11]([C:14]2[CH:19]=[CH:18][C:17]([F:20])=[CH:16][CH:15]=2)=[CH:10][C:9]=1[NH2:21])([CH3:4])([CH3:3])[CH3:2].CC1(C)[O:29][C:28]([C:30]2[CH:31]=[C:32]([CH:35]=[CH:36][CH:37]=2)[C:33]#[N:34])=[CH:27][C:26](=O)[O:25]1>>[C:1]([O:5][C:6](=[O:22])[NH:7][C:8]1[CH:13]=[CH:12][C:11]([C:14]2[CH:15]=[CH:16][C:17]([F:20])=[CH:18][CH:19]=2)=[CH:10][C:9]=1[NH:21][C:26](=[O:25])[CH2:27][C:28]([C:30]1[CH:37]=[CH:36][CH:35]=[C:32]([C:33]#[N:34])[CH:31]=1)=[O:29])([CH3:4])([CH3:2])[CH3:3]. Procedure: Prepared from (3-amino-4′-fluoro-biphenyl-4-yl)-carbamic acid tert.-butyl ester (Example G39) and 3-(2,2-dimethyl-6-oxo-6H-[1,3]dioxin-4-yl)-benzonitrile (Example J4) according to the general procedure K. Obtained as a yellow solid (257 mg). Starting materials: C(CCCCCCC)NC1CC(NC(C1)(C)C)(C)C (4-(N-octylamino)-2,2,6,6-tetramethylpiperidine), C(=O)OCC (ethyl formate). Reagents/catalysts: CCCCO.CCCCO.CCCCO.CCCCO.[Ti] (tetrabutyl orthotitanate). Yields the product C(CCCCCCC)N(C=O)C1CC(NC(C1)(C)C)(C)C (4-(N-octyl-N-formylamino)-2,2,6,6-tetramethylpiperidine). As a reaction SMILES: [CH2:1]([NH:9][CH:10]1[CH2:15][C:14]([CH3:17])([CH3:16])[NH:13][C:12]([CH3:19])([CH3:18])[CH2:11]1)[CH2:2][CH2:3][CH2:4][CH2:5][CH2:6][CH2:7][CH3:8].[CH:20](OCC)=[O:21]>CCCCO.CCCCO.CCCCO.CCCCO.[Ti]>[CH2:1]([N:9]([CH:10]1[CH2:11][C:12]([CH3:18])([CH3:19])[NH:13][C:14]([CH3:17])([CH3:16])[CH2:15]1)[CH:20]=[O:21])[CH2:2][CH2:3][CH2:4][CH2:5][CH2:6][CH2:7][CH3:8] |f:2.3.4.5.6|. Reported procedure: 93 g of 4-(N-octylamino)-2,2,6,6-tetramethylpiperidine and 33 g of tetrabutyl orthotitanate in 175 ml of ethyl formate were refluxed for 10.5 hours. Working up as in Example 2 gave 4-(N-octyl-N-formylamino)-2,2,6,6-tetramethylpiperidine as a colorless oil of boiling point 145°-147° C./0.5 mmHg The reactants are C[C@H]1N(CCC1)CCCOC1=CC=C(C=C1)N1N=CC(=C1)C(=O)N1CCOCC1 (4-{[1-(4-{3-[(2R)-2-methylpyrrolidin-1-yl]propoxy}phenyl)-1H-pyrazol-4-yl]carbonyl}morpholine), Cl (hydrochloric acid). Solvent: C(C)O (ethanol), C(C)(=O)OCC (ethyl acetate), C(C)(=O)OCC (ethyl acetate). Reaction conditions: time 30 minute. Product: Cl.C[C@H]1N(CCC1)CCCOC1=CC=C(C=C1)N1N=CC(=C1)C(=O)N1CCOCC1 (4-{[1-(4-{3-[(2R)-2-methylpyrrolidin-1-yl]propoxy}phenyl)-1H-pyrazol-4-yl]carbonyl}morpholine monohydrochloride). Reaction SMILES: [CH3:1][C@@H:2]1[CH2:6][CH2:5][CH2:4][N:3]1[CH2:7][CH2:8][CH2:9][O:10][C:11]1[CH:16]=[CH:15][C:14]([N:17]2[CH:21]=[C:20]([C:22]([N:24]3[CH2:29][CH2:28][O:27][CH2:26][CH2:25]3)=[O:23])[CH:19]=[N:18]2)=[CH:13][CH:12]=1.[ClH:30]>C(OCC)(=O)C.C(O)C>[ClH:30].[CH3:1][C@@H:2]1[CH2:6][CH2:5][CH2:4][N:3]1[CH2:7][CH2:8][CH2:9][O:10][C:11]1[CH:16]=[CH:15][C:14]([N:17]2[CH:21]=[C:20]([C:22]([N:24]3[CH2:25][CH2:26][O:27][CH2:28][CH2:29]3)=[O:23])[CH:19]=[N:18]2)=[CH:13][CH:12]=1 |f:4.5|. Procedure details: To a solution of 4-{[1-(4-{3-[(2R)-2-methylpyrrolidin-1-yl]propoxy}phenyl)-1H-pyrazol-4-yl]carbonyl}morpholine obtained in Example 6-(2) (2.62 g) in ethyl acetate (18 mL), a solution of hydrochloric acid in ethyl acetate (4 M, 2.46 mL) was added and stirred at room temperature for 30 minutes. The precipitated crystal was collected by filtration to give a crude crystal (2.9 g). A suspension of the resulting crude crystal in ethanol (9 mL) was heated under reflux to give a solution, which was then... Reactants: C(C)(C)OC(=O)C=1C(=CN2C1SCC2CC(=O)OC)C (methyl (7-isopropoxycarbonyl-6-methyl-2,3-dihydropyrrolo[2,1-b]thiazol-3-yl)acetate), N (ammonia). Run in CO (methanol). Run at time 6 day. Product: C(C)(C)OC(=O)C=1C(=CN2C1SCC2CC(=O)N)C ((7-Isopropoxycarbonyl-6-methyl-2,3-dihydropyrrolo[2,1-b]-thiazol-3-yl)acetamide). Reaction SMILES: [CH:1]([O:4][C:5]([C:7]1[C:8]([CH3:20])=[CH:9][N:10]2[CH:14]([CH2:15][C:16](OC)=[O:17])[CH2:13][S:12][C:11]=12)=[O:6])([CH3:3])[CH3:2].[NH3:21]>CO>[CH:1]([O:4][C:5]([C:7]1[C:8]([CH3:20])=[CH:9][N:10]2[CH:14]([CH2:15][C:16]([NH2:21])=[O:17])[CH2:13][S:12][C:11]=12)=[O:6])([CH3:3])[CH3:2]. Procedure: 1.0 g of methyl (7-isopropoxycarbonyl-6-methyl-2,3-dihydropyrrolo[2,1-b]thiazol-3-yl)acetate was dissolved in 30 ml of methanol and 30 ml of concentrated aqueous ammonia was added thereto. The obtained mixture was stirred at room temperature for 6 days. After distilling off the ammonia, the residue was extracted with chloroform. The chloroform layer was washed with a saturated aqueous solution of sodium chloride and dried over anhydrous sodium sulfate. After distilling off the solvent, the obtai... Starting materials: CC(C)(C)[O-], COc1ccc(CN)cc1, Cc1ccccc1, Cn1c(=O)n(-c2ccc(C(C)(C)C#N)cc2)c2c3cc(-c4cnc5ccccc5c4)ccc3nc(Cl)c21, [Na+]. Product: COc1ccc(CNc2nc3ccc(-c4cnc5ccccc5c4)cc3c3c2n(C)c(=O)n3-c2ccc(C(C)(C)C#N)cc2)cc1. Reaction SMILES: [C:38]([O-:39])([CH3:40])([CH3:41])[CH3:42].[CH3:44][O:45][c:46]1[cH:47][cH:48][c:49]([CH2:50][NH2:51])[cH:52][cH:53]1.[CH3:54][c:55]1[cH:56][cH:57][cH:58][cH:59][cH:60]1.[Cl:1][c:2]1[n:3][c:4]2[cH:5][cH:6][c:7](-[c:28]3[cH:29][n:30][c:31]4[cH:32][cH:33][cH:34][cH:35][c:36]4[cH:37]3)[cH:8][c:9]2[c:10]2[c:11]1[n:12]([CH3:27])[c:13](=[O:26])[n:14]2-[c:15]1[cH:16][cH:17][c:18]([C:21]([C:22]#[N:23])([CH3:24])[CH3:25])[cH:19][cH:20]1.[Na+:43]>>[c:2]1([NH:51][CH2:50][c:49]2[cH:48][cH:47][c:46]([O:45][CH3:44])[cH:53][cH:52]2)[n:3][c:4]2[cH:5][cH:6][c:7](-[c:28]3[cH:29][n:30][c:31]4[cH:32][cH:33][cH:34][cH:35][c:36]4[cH:37]3)[cH:8][c:9]2[c:10]2[c:11]1[n:12]([CH3:27])[c:13](=[O:26])[n:14]2-[c:15]1[cH:16][cH:17][c:18]([C:21]([C:22]#[N:23])([CH3:24])[CH3:25])[cH:19][cH:20]1.